Dataset: the Open Reaction Database (ORD), a public repository of structured organic reaction records. Task: describe an organic reaction: reactants, conditions, products, and yield Procedure details: 4-[4-(morpholin-4-ylmethyl)-phenyl]-1-[5-(but-2-ynyl)-2,4-bismethoxymethoxy-benzoyl]thiosemicarbazide (F461-IM01: 71.3 mg, 0.133 mmol) and 5% aqueous sodium hydroxide (5 mL) were placed in a 30 mL eggplant shaped flask and heated under reflux for 2.5 hours. After completing the reaction, the reaction mixture was extracted with methylene chloride and concentrated under reduced pressure. The crude product (F461-IM02) thus obtained was subjected to the next reaction without purification in particul... The product is C(C#CC)C=1C(=CC(=C(C1)C=1N(C(NN1)=S)C1=CC=C(C=C1)CN1CCOCC1)OCOC)OCOC (5-[5-(but-2-ynyl)-2,4-bis-methoxymethoxy-phenyl]-4-[4-(morpholin-4-ylmethyl)-phenyl]-2,4-dihydro-[1,2,4]triazol-3-thione). As a reaction SMILES: [N:1]1([CH2:7][C:8]2[CH:13]=[CH:12][C:11]([NH:14][C:15](=[S:38])[NH:16][NH:17][C:18](=O)[C:19]3[CH:24]=[C:23]([CH2:25][C:26]#[C:27][CH3:28])[C:22]([O:29][CH2:30][O:31][CH3:32])=[CH:21][C:20]=3[O:33][CH2:34][O:35][CH3:36])=[CH:10][CH:9]=2)[CH2:6][CH2:5][O:4][CH2:3][CH2:2]1.[OH-].[Na+]>>[CH2:25]([C:23]1[C:22]([O:29][CH2:30][O:31][CH3:32])=[CH:21][C:20]([O:33][CH2:34][O:35][CH3:36])=[C:19]([C:18]2[N:14]([C:11]3[CH:12]=[CH:13][C:8]([CH2:7][N:1]4[CH2:6][CH2:5][O:4][CH2:3][CH2:2]4)=[CH:9][CH:10]=3)[C:15](=[S:38])[NH:16][N:17]=2)[CH:24]=1)[C:26]#[C:27][CH3:28] |f:1.2|. Starting materials: N1(CCOCC1)CC1=CC=C(C=C1)NC(NNC(C1=C(C=C(C(=C1)CC#CC)OCOC)OCOC)=O)=S (4-[4-(morpholin-4-ylmethyl)-phenyl]-1-[5-(but-2-ynyl)-2,4-bismethoxymethoxy-benzoyl]thiosemicarbazide), [OH-].[Na+] (sodium hydroxide). The reactants are CC1=NC2=CC3=C(C=C2C(N1)=O)C(CC3)N(CC#C)C=3C=CC(=NC3)C(=O)O (5-[N-((6RS)-2-methyl-4-oxo-3,4,7,8-tetrahydro-6H-cyclopenta[g]quinazolin-6-yl)-N-(prop-2-ynyl)amino]pyridine-2-carboxylic acid), FC(C(=O)OC1=C(C(=C(C(=C1F)F)F)F)F)(F)F (pentafluorophenyl trifluoroacetate). The product is N1=C(C=CC=C1)C(=O)OC1=C(C(=C(C(=C1F)F)F)F)F (pentafluorophenyl pyridine-2-carboxylate). As a reaction SMILES: CC1NC(=O)C2C(=CC3CCC(N([C:20]4[CH:21]=[CH:22][C:23]([C:26]([OH:28])=[O:27])=[N:24][CH:25]=4)CC#C)C=3C=2)N=1.FC(F)(F)C(O[C:34]1[C:39]([F:40])=[C:38]([F:41])[C:37]([F:42])=[C:36]([F:43])[C:35]=1[F:44])=O>>[N:24]1[CH:25]=[CH:20][CH:21]=[CH:22][C:23]=1[C:26]([O:28][C:34]1[C:35]([F:44])=[C:36]([F:43])[C:37]([F:42])=[C:38]([F:41])[C:39]=1[F:40])=[O:27]. Reported procedure: Using analogous procedures to those described in Example 12, 5-[N-((6RS)-2-methyl-4-oxo-3,4,7,8-tetrahydro-6H-cyclopenta[g]quinazolin-6-yl)-N-(prop-2-ynyl)amino]pyridine-2-carboxylic acid was reacted with pentafluorophenyl trifluoroacetate to give the pentafluorophenyl pyridine-2-carboxylate which was in turn reacted with diethyl L-glutamate to give diethyl N-{5-[N-((6RS)-2-methyl-4-oxo-3,4,7,8-tetrahydro-6H-cyclopenta[g]quinazolin-6-yl)-N-(prop-2-ynyl)amino]pyridyl-2-carbonyl}-L-glutamate in 93... Starting materials: CCCC(C)(C)CC(O)C=CI, BrC(c1ccccc1)(c1ccccc1)c1ccccc1. Product: CCCC(C)(C)CC(C=CI)OC(c1ccccc1)(c1ccccc1)c1ccccc1. Reaction SMILES: [CH3:1][C:2]([CH2:3][CH:4]([CH:5]=[CH:6][I:7])[OH:8])([CH2:9][CH2:10][CH3:11])[CH3:12].[c:13]1([C:19]([c:20]2[cH:21][cH:22][cH:23][cH:24][cH:25]2)([c:26]2[cH:27][cH:28][cH:29][cH:30][cH:31]2)[Br:32])[cH:14][cH:15][cH:16][cH:17][cH:18]1>>[CH3:1][C:2]([CH2:3][CH:4]([CH:5]=[CH:6][I:7])[O:8][C:19]([c:13]1[cH:14][cH:15][cH:16][cH:17][cH:18]1)([c:20]1[cH:21][cH:22][cH:23][cH:24][cH:25]1)[c:26]1[cH:27][cH:28][cH:29][cH:30][cH:31]1)([CH2:9][CH2:10][CH3:11])[CH3:12]. Reactants: Cl.ClCC1=NC2=CC=CC=C2C=C1 (2-(chloromethyl)quinoline hydrochloride), OC1=CC=C(C=O)C=C1 (4-hydroxybenzaldehyde), C([O-])([O-])=O.[K+].[K+] (potassium carbonate), CCOCC (ether). The solvent is CC(=O)C (acetone). The product is N1=C(C=CC2=CC=CC=C12)COC1=CC=C(C=O)C=C1 (4-(2-quinolinylmethoxy)benzaldehyde). RXN SMILES: Cl.Cl[CH2:3][C:4]1[CH:13]=[CH:12][C:11]2[C:6](=[CH:7][CH:8]=[CH:9][CH:10]=2)[N:5]=1.[OH:14][C:15]1[CH:22]=[CH:21][C:18]([CH:19]=[O:20])=[CH:17][CH:16]=1.C(=O)([O-])[O-].[K+].[K+].CCOCC>CC(C)=O>[N:5]1[C:6]2[C:11](=[CH:10][CH:9]=[CH:8][CH:7]=2)[CH:12]=[CH:13][C:4]=1[CH2:3][O:14][C:15]1[CH:22]=[CH:21][C:18]([CH:19]=[O:20])=[CH:17][CH:16]=1 |f:0.1,3.4.5|. Procedure details: A mixture containing 2-(chloromethyl)quinoline hydrochloride (15 g), 4-hydroxybenzaldehyde (8.56 g) and anhydrous potassium carbonate (29 g) was heated under reflux in acetone (300 mL) for 86 h. After cooling to room temperature, ether (400 mL) was added and the mixture was filtered on celite. The filtrate was evaporated to dryness under reduced pressure and purified by flash chromatography using 15% ethyl acetate/hexane. The title compound was obtained after recrystallization from ethyl acetate... Reactants: S(=O)(Cl)Cl (Thionyl chloride), C1(=CC=CC=C1)N1N=C(C(=C1CCC)CO)C1=CC=CC=C1 (1,3-Diphenyl-4-hydroxymethyl-5-propylpyrazole), C(Cl)(Cl)Cl (chloroform). Run in C=CCCC (pentene). Conditions: temperature 60 celsius, time 3 hour. Product: C1(=CC=CC=C1)N1N=C(C(=C1CCC)CNCCCC)C1=CC=CC=C1 ([(1,3-Diphenyl-5-propylpyrazol-4-yl)methyl]butylamine). RXN SMILES: S(Cl)(Cl)=O.[C:5]1([N:11]2[C:15]([CH2:16][CH2:17][CH3:18])=[C:14]([CH2:19]O)[C:13]([C:21]3[CH:26]=[CH:25][CH:24]=[CH:23][CH:22]=3)=[N:12]2)[CH:10]=[CH:9][CH:8]=[CH:7][CH:6]=1.C(Cl)(Cl)Cl>C=CCCC>[C:5]1([N:11]2[C:15]([CH2:16][CH2:17][CH3:18])=[C:14]([CH2:19][NH:11][CH2:5][CH2:6][CH2:7][CH3:8])[C:13]([C:21]3[CH:26]=[CH:25][CH:24]=[CH:23][CH:22]=3)=[N:12]2)[CH:10]=[CH:9][CH:8]=[CH:7][CH:6]=1. Procedure: Thionyl chloride (1 mL) is added to a solution of 165 (289 mg) in pentene stabilized chloroform (8 mL) and the mixture heated to 60° C. for 2 hours. The resulting mixture is cooled, washed with saturated sodium bicarbonate solution, dried (Na2SO4), and concentrated. The resulting crude chloride is taken up in dimethylformamide (3 mL) and added dropwise to a solution of butylamine (1.0 g) in dimethylformamide (10 mL) containing 2 g of powdered potassium carbonate. After the addition is complete, ... Reactants: C(C1=CC=CC=C1)N1C(CC(C1)C1(CC(C1)OCC1=CC=CC=C1)C(=O)OCC)=O (1-benzyl-4-[1-benzyloxy-3-(ethoxycarbonyl)cyclobutan-3-yl]-2-pyrrolidone). Reagents/catalysts: [OH-].[OH-].[Pd+2] (palladium hydroxide on carbon). Solvent: C(C)O (ethanol). Run at time 1.5 hour. The product is C(C1=CC=CC=C1)N1C(CC(C1)C1(CC(C1)O)C(=O)OCC)=O (1-Benzyl-4-[3-(ethoxycarbonyl)-1-hydroxycyclobutan-3-yl]-2-pyrrolidone). Reaction SMILES: [CH2:1]([N:8]1[CH2:12][CH:11]([C:13]2([C:25]([O:27][CH2:28][CH3:29])=[O:26])[CH2:16][CH:15]([O:17]CC3C=CC=CC=3)[CH2:14]2)[CH2:10][C:9]1=[O:30])[C:2]1[CH:7]=[CH:6][CH:5]=[CH:4][CH:3]=1>C(O)C.[OH-].[OH-].[Pd+2]>[CH2:1]([N:8]1[CH2:12][CH:11]([C:13]2([C:25]([O:27][CH2:28][CH3:29])=[O:26])[CH2:14][CH:15]([OH:17])[CH2:16]2)[CH2:10][C:9]1=[O:30])[C:2]1[CH:7]=[CH:6][CH:5]=[CH:4][CH:3]=1 |f:2.3.4|. Procedure details: A 524 mg (1.29 mmol) portion of 1-benzyl-4-[1-benzyloxy-3-(ethoxycarbonyl)cyclobutan-3-yl]-2-pyrrolidone (Isomer A) was dissolved in 20 ml of ethanol, and the solution was mixed with 530 mg of palladium hydroxide on carbon catalyst and subjected to 1.5 hours of catalytic reduction under a hydrogen pressure of 5 atmospheres and under irradiation of light. After removal of the catalyst by filtration, the solvent was evaporated and the resulting residue was purified by a silica gel column chromatog... Starting materials: ClC=1C=C(C(=O)Cl)C=CC1F (3-Chloro-4-fluorobenzoyl chloride), [ 1963 ], ClC1=C(C=CC=C1)F (ortho-chlorofluorobenzene), C(C)(=O)Cl (acetyl chloride), [Cl-].[Al+3].[Cl-].[Cl-] (aluminum chloride), Cl (hydrochloric acid). Run in ClC(=C(Cl)Cl)Cl (tetrachloroethylene), C(Cl)Cl (methylene chloride), C(=S)=S (carbon disulfide). The product is CC(=O)C1=CC(=C(C=C1)F)Cl (3-chloro-4-fluoroacetophenone). Isolated yield 80.0%. RXN SMILES: [Cl:1][C:2]1[CH:3]=[C:4]([CH:8]=[CH:9][C:10]=1[F:11])[C:5](Cl)=[O:6].Cl[C:13]1C=CC=CC=1F.C(Cl)(=O)C.[Cl-].[Al+3].[Cl-].[Cl-].Cl>ClC(Cl)=C(Cl)Cl.C(Cl)Cl.C(=S)=S>[CH3:13][C:5]([C:4]1[CH:8]=[CH:9][C:10]([F:11])=[C:2]([Cl:1])[CH:3]=1)=[O:6] |f:3.4.5.6|. Reported procedure: 3-Chloro-4-fluorobenzoyl chloride is available via a multi-stage synthesis. According to Diep et al., J. Chem. Soc. [1963], 2784-2787, ortho-chlorofluorobenzene is initially reacted with acetyl chloride in the presence of large amounts of aluminum chloride in the presence of carbon disulfide, methylene chloride or tetrachloroethylene, the reaction mixture is decomposed with dilute hydrochloric acid, the organic phase is washed with aqueous sodium hydroxide, then with water, and dried over sodium... Reactants: C(C1=CC=CC=C1)OCCCCCCC(C(=O)OCCCCCCCCCCCOC1=CC=C(C=C1)C1=C(C(=CC=C1)F)F)CCCCCCOCC1=CC=CC=C1 (11-[2,3-difluorobiphenyl-4'-yl]oxyundecyl 2,2-bis(6-benzyloxyhexyl)acetate). The reagents and catalysts are [Pd] (Pd-C). Run in O1CCCC1 (tetrahydrofuran). Reaction conditions: time 2 day. Yields the product OCCCCCCC(C(=O)OCCCCCCCCCCCOC1=CC=C(C=C1)C1=C(C(=CC=C1)F)F)CCCCCCO (11-[2,3-difluorobiphenyl-4'-yl]oxyundecyl 2,2-bis(6-hydroxyhexyl)acetate). Yield: 97.5%. As a reaction SMILES: C([O:8][CH2:9][CH2:10][CH2:11][CH2:12][CH2:13][CH2:14][CH:15]([CH2:45][CH2:46][CH2:47][CH2:48][CH2:49][CH2:50][O:51]CC1C=CC=CC=1)[C:16]([O:18][CH2:19][CH2:20][CH2:21][CH2:22][CH2:23][CH2:24][CH2:25][CH2:26][CH2:27][CH2:28][CH2:29][O:30][C:31]1[CH:36]=[CH:35][C:34]([C:37]2[CH:42]=[CH:41][CH:40]=[C:39]([F:43])[C:38]=2[F:44])=[CH:33][CH:32]=1)=[O:17])C1C=CC=CC=1>[Pd].O1CCCC1>[OH:51][CH2:50][CH2:49][CH2:48][CH2:47][CH2:46][CH2:45][CH:15]([CH2:14][CH2:13][CH2:12][CH2:11][CH2:10][CH2:9][OH:8])[C:16]([O:18][CH2:19][CH2:20][CH2:21][CH2:22][CH2:23][CH2:24][CH2:25][CH2:26][CH2:27][CH2:28][CH2:29][O:30][C:31]1[CH:36]=[CH:35][C:34]([C:37]2[CH:42]=[CH:41][CH:40]=[C:39]([F:43])[C:38]=2[F:44])=[CH:33][CH:32]=1)=[O:17]. Reported procedure: First, 4.9 g of 11-[2,3-difluorobiphenyl-4'-yl]oxyundecyl 2,2-bis(6-benzyloxyhexyl)acetate, 1.5 g of 10% Pd-C, and 100 ml of tetrahydrofuran were placed in a 300 ml autoclave. The mixture was stirred at room temperature for 2 days under a hydrogen pressure of 10 kg/cm2. The catalyst was filtered away and a filtrate was concentrated. Thereafter, the residue was purified by silica gel column chromatography (eluent: toluene/ethyl acetate=7/3) to obtain 3.7 g of 11-[2,3-difluorobiphenyl-4'-yl]oxyund...